This data is from the Open Reaction Database (ORD), a public repository of structured organic reaction records. The task is: describe an organic reaction: reactants, conditions, products, and yield Reactants: CCC#N, CCCNCCC, CCCN, [H][H]. The product is CCCN(CCC)CCC. As a reaction SMILES: [C:3]([CH2:4][CH3:5])#[N:6].[CH2:11]([CH2:12][CH3:13])[NH:14][CH2:15][CH2:16][CH3:17].[CH3:7][CH2:8][CH2:9][NH2:10].[H:1][H:2]>>[CH2:3]([CH2:4][CH3:5])[N:14]([CH2:11][CH2:12][CH3:13])[CH2:15][CH2:16][CH3:17]. Reactants: CC(C)(C)OC(=O)N1CCC1COc1cncc([Sn](C)(C)C)c1, [Cu]I, Ic1cccc(COCCc2ccccc2)c1, CN(C)C=O, c1ccc(P(c2ccccc2)(c2ccccc2)[Pd](P(c2ccccc2)(c2ccccc2)c2ccccc2)(P(c2ccccc2)(c2ccccc2)c2ccccc2)P(c2ccccc2)(c2ccccc2)c2ccccc2)cc1. Product: CC(C)(C)OC(=O)N1CCC1COc1cncc(-c2cccc(COCCc3ccccc3)c2)c1. As a reaction SMILES: [C:18]([CH3:19])([CH3:20])([CH3:21])[O:22][C:23](=[O:24])[N:25]1[CH:26]([CH2:29][O:30][c:31]2[cH:32][n:33][cH:34][c:35]([Sn:37]([CH3:38])([CH3:39])[CH3:40])[cH:36]2)[CH2:27][CH2:28]1.[Cu:46][I:47].[I:1][c:2]1[cH:3][c:4]([CH2:8][O:9][CH2:10][CH2:11][c:12]2[cH:13][cH:14][cH:15][cH:16][cH:17]2)[cH:5][cH:6][cH:7]1.[O:41]=[CH:42][N:43]([CH3:44])[CH3:45].[cH:48]1[cH:49][cH:50][c:51]([P:52]([Pd:53]([P:54]([c:55]2[cH:56][cH:57][cH:58][cH:59][cH:60]2)([c:61]2[cH:62][cH:63][cH:64][cH:65][cH:66]2)[c:67]2[cH:68][cH:69][cH:70][cH:71][cH:72]2)([P:73]([c:74]2[cH:75][cH:76][cH:77][cH:78][cH:79]2)([c:80]2[cH:81][cH:82][cH:83][cH:84][cH:85]2)[c:86]2[cH:87][cH:88][cH:89][cH:90][cH:91]2)[P:92]([c:93]2[cH:94][cH:95][cH:96][cH:97][cH:98]2)([c:99]2[cH:100][cH:101][cH:102][cH:103][cH:104]2)[c:105]2[cH:106][cH:107][cH:108][cH:109][cH:110]2)([c:111]2[cH:112][cH:113][cH:114][cH:115][cH:116]2)[c:117]2[cH:118][cH:119][cH:120][cH:121][cH:122]2)[cH:123][cH:124]1>>[c:2]1(-[c:35]2[cH:34][n:33][cH:32][c:31]([O:30][CH2:29][CH:26]3[N:25]([C:23]([O:22][C:18]([CH3:19])([CH3:20])[CH3:21])=[O:24])[CH2:28][CH2:27]3)[cH:36]2)[cH:3][c:4]([CH2:8][O:9][CH2:10][CH2:11][c:12]2[cH:13][cH:14][cH:15][cH:16][cH:17]2)[cH:5][cH:6][cH:7]1.